Dataset: the Open Reaction Database (ORD), a public repository of structured organic reaction records. Task: describe an organic reaction: reactants, conditions, products, and yield Reactants: C(C)OC(=O)N1CCC(CC1)C1=CC=C(C=C1)C(=O)N1[C@H](C[C@H](C2=CC=CC=C12)N(C(CC)=O)C1=CC=CC=C1)C ((±)-cis-4-{4-[2-methyl-4-(phenyl-propionyl-amino)-3,4-dihydro-2H-quinoline-1-carbonyl]-phenyl}-piperidine-1-carboxylic acid ethyl ester), C(C)OC(=O)N1CCC(CC1)C1=CC=C(C=C1)C(=O)N1[C@H](C[C@H](C2=CC=CC=C12)N(C(CC)=O)C1=CC=CC=C1)C ((±)-Cis-4-{4-[2-methyl-4-(phenyl-propionyl-amino)-3,4-dihydro-2H-quinoline-1-carbonyl]-phenyl}-piperidine-1-carboxylic acid ethyl ester), I[Si](C)(C)C (Iodotrimetylsilane). Solvent: C(C)#N (acetonitrile). Yields the product C[C@@H]1N(C2=CC=CC=C2[C@@H](C1)N(C(CC)=O)C1=CC=CC=C1)C(C1=CC=C(C=C1)C1CCNCC1)=O ((±)-Cis-N-[2-methyl-1-(4-piperidin-4-yl-benzoyl)-1,2,3,4-tetrahydro-quinolin-4-yl]-N-phenyl-propionamide). Reaction SMILES: C(OC([N:6]1[CH2:11][CH2:10][CH:9]([C:12]2[CH:17]=[CH:16][C:15]([C:18]([N:20]3[C:29]4[C:24](=[CH:25][CH:26]=[CH:27][CH:28]=4)[C@H:23]([N:30]([C:35]4[CH:40]=[CH:39][CH:38]=[CH:37][CH:36]=4)[C:31](=[O:34])[CH2:32][CH3:33])[CH2:22][C@@H:21]3[CH3:41])=[O:19])=[CH:14][CH:13]=2)[CH2:8][CH2:7]1)=O)C.I[Si](C)(C)C>C(#N)C>[CH3:41][C@H:21]1[CH2:22][C@@H:23]([N:30]([C:35]2[CH:40]=[CH:39][CH:38]=[CH:37][CH:36]=2)[C:31](=[O:34])[CH2:32][CH3:33])[C:24]2[C:29](=[CH:28][CH:27]=[CH:26][CH:25]=2)[N:20]1[C:18](=[O:19])[C:15]1[CH:14]=[CH:13][C:12]([CH:9]2[CH2:8][CH2:7][NH:6][CH2:11][CH2:10]2)=[CH:17][CH:16]=1. Procedure details: (±)-Cis-N-[2-methyl-1-(4-piperidin-4-yl-benzoyl)-1,2,3,4-tetrahydro-quinolin-4-yl]-N-phenyl-propionamide was prepared from (±)-cis-4-{4-[2-methyl-4-(phenyl-propionyl-amino)-3,4-dihydro-2H-quinoline-1-carbonyl]-phenyl}-piperidine-1-carboxylic acid ethyl ester. (±)-Cis-4-{4-[2-methyl-4-(phenyl-propionyl-amino)-3,4-dihydro-2H-quinoline-1-carbonyl]-phenyl}-piperidine-1-carboxylic acid ethyl ester (96 mg, 0.17 mmol) was dissolved in acetonitrile (2 mL). Iodotrimetylsilane (74 uL, 0.51 mmol) was added... Starting materials: FC1=C(OC2CCN(CC2)CCC2CCC(CC2)N)C=CC(=C1)F (4-{2-[4-(2,4-Difluoro-phenoxy)-piperidin-1-yl]-ethyl}-cyclohexylamine), FC(C(=O)O)(F)F (trifluoro-acetic acid), N1=CC=C(C2=CC=CC=C12)C(=O)O (quinoline-4-carboxylic acid). The product is FC1=C(OC2CCN(CC2)CC[C@@H]2CC[C@H](CC2)NC(=O)C2=CC=NC3=CC=CC=C23)C=CC(=C1)F (Quinoline-4-carboxylic acid trans(4-{2-[4-(2,4-difluoro-phenoxy)-piperidin-1-yl]-ethyl}-cyclohexyl)-amide). RXN SMILES: [F:1][C:2]1[CH:23]=[C:22]([F:24])[CH:21]=[CH:20][C:3]=1[O:4][CH:5]1[CH2:10][CH2:9][N:8]([CH2:11][CH2:12][CH:13]2[CH2:18][CH2:17][CH:16]([NH2:19])[CH2:15][CH2:14]2)[CH2:7][CH2:6]1.FC(F)(F)C(O)=O.[N:32]1[C:41]2[C:36](=[CH:37][CH:38]=[CH:39][CH:40]=2)[C:35]([C:42](O)=[O:43])=[CH:34][CH:33]=1>>[F:1][C:2]1[CH:23]=[C:22]([F:24])[CH:21]=[CH:20][C:3]=1[O:4][CH:5]1[CH2:10][CH2:9][N:8]([CH2:11][CH2:12][C@H:13]2[CH2:14][CH2:15][C@H:16]([NH:19][C:42]([C:35]3[C:36]4[C:41](=[CH:40][CH:39]=[CH:38][CH:37]=4)[N:32]=[CH:33][CH:34]=3)=[O:43])[CH2:17][CH2:18]2)[CH2:7][CH2:6]1. Reported procedure: According to the procedure described in Example 22.5, the title compound was synthesized from Trans(4-{2-[4-(2,4-Difluoro-phenoxy)-piperidin-1-yl]-ethyl}-cyclohexylamine; trifluoro-acetic acid salt and quinoline-4-carboxylic acid. Reactants: COC1=CC=C(COC(=O)C2=C(CS[C@H]3N2C([C@H]3NC(CC3=CC=CC=C3)=O)=O)CCl)C=C1 (7β-phenylacetamido-3-chloromethyl-3-cephem-4-carboxylic acid p-methoxybenzyl ester), SC1=CC=NC=C1 (4-mercaptopyridine), C(O)([O-])=O.[Na+] (sodium hydrogen carbonate). Run in ice water, CN(C=O)C (N,N-dimethylformamide). The product is C1(=CC=CC=C1)CC(=O)N[C@H]1[C@@H]2N(C(=C(CS2)CSC2=CC=NC=C2)C(=O)OCC2=CC=C(C=C2)OC)C1=O (p-methoxybenzyl 7β-phenylacetamido-3-(4-pyridyl)thiomethyl-3-cephem-4-carboxylate). The yield is 93.5%. As a reaction SMILES: [CH3:1][O:2][C:3]1[CH:33]=[CH:32][C:6]([CH2:7][O:8][C:9]([C:11]2[N:16]3[C:17](=[O:29])[C@@H:18]([NH:19][C:20](=[O:28])[CH2:21][C:22]4[CH:27]=[CH:26][CH:25]=[CH:24][CH:23]=4)[C@H:15]3[S:14][CH2:13][C:12]=2[CH2:30]Cl)=[O:10])=[CH:5][CH:4]=1.[SH:34][C:35]1[CH:40]=[CH:39][N:38]=[CH:37][CH:36]=1.C(=O)([O-])O.[Na+]>CN(C)C=O>[C:22]1([CH2:21][C:20]([NH:19][C@@H:18]2[C:17](=[O:29])[N:16]3[C:11]([C:9]([O:8][CH2:7][C:6]4[CH:32]=[CH:33][C:3]([O:2][CH3:1])=[CH:4][CH:5]=4)=[O:10])=[C:12]([CH2:30][S:34][C:35]4[CH:40]=[CH:39][N:38]=[CH:37][CH:36]=4)[CH2:13][S:14][C@H:15]23)=[O:28])[CH:27]=[CH:26][CH:25]=[CH:24][CH:23]=1 |f:2.3|. Procedure: To a stirred and ice cold solution of 7β-phenylacetamido-3-chloromethyl-3-cephem-4-carboxylic acid p-methoxybenzyl ester (1) (4.87 g; 10 mMol.) and 4-mercaptopyridine (1.45 g; 1.3 Eq.) in N,N-dimethylformamide (15 ml) is added sodium hydrogen carbonate (1.09 g; 1.3 Eq.), and the mixture is stirred at room temperature for 1 hour. The reaction mixture is diluted with ice water and separating solidis collected by filtration, dissolved in ethyl acetate, washed with water, dried, and concentrated und...